The task is: describe an organic reaction: reactants, conditions, products, and yield. This data is from the Open Reaction Database (ORD), a public repository of structured organic reaction records. The reactants are S(O)(O)(=O)=O (sulphuric acid), N1C(=NC2=C1C=CC=C2)C(C)NC(=S)N (N-[1-(1H-benzimidazol-2-yl)ethyl]thiourea), [O-]CC.[Na+] (sodium ethoxide), C(#N)CC(=O)OCC (ethyl cyanoacetate). Run in O (water), CCO (EtOH), CCO (EtOH). Reaction conditions: time 40 minute. The product is NC1=CC(NC(N1C(C)C1=NC2=C(N1)C=CC=C2)=S)=O (6-amino-1-[1-(1H-benzimidazol-2-yl)ethyl]-2-thioxo-2,3-dihydropyrimidin-4(1H)-one). The yield is 48.7%. As a reaction SMILES: [NH:1]1[C:5]2[CH:6]=[CH:7][CH:8]=[CH:9][C:4]=2[N:3]=[C:2]1[CH:10]([NH:12][C:13]([NH2:15])=[S:14])[CH3:11].[O-]CC.[Na+].[C:20]([CH2:22][C:23](OCC)=[O:24])#[N:21].S(=O)(=O)(O)O>CCO.O>[NH2:21][C:20]1[N:12]([CH:10]([C:2]2[NH:3][C:4]3[CH:9]=[CH:8][CH:7]=[CH:6][C:5]=3[N:1]=2)[CH3:11])[C:13](=[S:14])[NH:15][C:23](=[O:24])[CH:22]=1 |f:1.2|. Procedure details: To a suspension of N-[1-(1H-benzimidazol-2-yl)ethyl]thiourea (0.33 g, 1.5 mmol, obtained from Example 9(a)) in EtOH (2 mL) was added, dropwise, sodium ethoxide (21% w/w, 1.67 mL, 4.5 mmol) and a solution of ethyl cyanoacetate (0.48 mL, 4.47 mmol) in EtOH (1 mL), while heating the reaction to 80° C. during 1 h 20 minutes. The reaction was kept at 80° C. for an additional 2 h 40 minutes. After cooling to r.t., water (50 mL) and 2M sulphuric acid was added. The formed solid was collected by filtrat... The reactants are CC1(OB(OC1(C)C)C1=CCN(CC1)C(=O)OC(C)(C)C)C (tert-butyl 4-(4,4,5,5-tetramethyl-1,3,2-dioxaborolan-2-yl)-5,6-dihydropyridine-1(2H)-carboxylate), C([O-])([O-])=O.[Na+].[Na+] (sodium carbonate), BrC1=CC=2N(C=C1)C(=CN2)C(=O)NC2=C1C(=NN(C1=CC=C2)CC2=NC(=CC=C2)C)C (7-Bromo-N-(3-methyl-1-((6-methylpyridin-2-yl)methyl)-1H-indazol-4-yl)imidazo[1,2-a]pyridine-3-carboxamide), COCCOC (DME). The reagents and catalysts are C1=CC=C(C=C1)P([C-]2C=CC=C2)C3=CC=CC=C3.C1=CC=C(C=C1)P([C-]2C=CC=C2)C3=CC=CC=C3.Cl[Pd]Cl.[Fe+2] (Pd(dppf)Cl2). Run in CN(C)C=O (DMF). Run at temperature 90 celsius. Product: CC1=NN(C2=CC=CC(=C12)NC(=O)C1=CN=C2N1C=CC(=C2)C2=CCN(CC2)C(=O)OC(C)(C)C)CC2=NC(=CC=C2)C (tert-butyl 4-(3-(3-methyl-1-((6-methylpyridin-2-yl)methyl)-1H-indazol-4-ylcarbamoyl)imidazo[1,2-a]pyridin-7-yl)-5,6-dihydropyridine-1-(2H)-carboxylate). Reaction SMILES: Br[C:2]1[CH:7]=[CH:6][N:5]2[C:8]([C:11]([NH:13][C:14]3[CH:22]=[CH:21][CH:20]=[C:19]4[C:15]=3[C:16]([CH3:31])=[N:17][N:18]4[CH2:23][C:24]3[CH:29]=[CH:28][CH:27]=[C:26]([CH3:30])[N:25]=3)=[O:12])=[CH:9][N:10]=[C:4]2[CH:3]=1.COCCOC.CC1(C)C(C)(C)OB([C:46]2[CH2:51][CH2:50][N:49]([C:52]([O:54][C:55]([CH3:58])([CH3:57])[CH3:56])=[O:53])[CH2:48][CH:47]=2)O1.C(=O)([O-])[O-].[Na+].[Na+]>C1C=CC(P(C2C=CC=CC=2)[C-]2C=CC=C2)=CC=1.C1C=CC(P(C2C=CC=CC=2)[C-]2C=CC=C2)=CC=1.Cl[Pd]Cl.[Fe+2].CN(C=O)C>[CH3:31][C:16]1[C:15]2[C:19](=[CH:20][CH:21]=[CH:22][C:14]=2[NH:13][C:11]([C:8]2[N:5]3[CH:6]=[CH:7][C:2]([C:46]4[CH2:51][CH2:50][N:49]([C:52]([O:54][C:55]([CH3:58])([CH3:57])[CH3:56])=[O:53])[CH2:48][CH:47]=4)=[CH:3][C:4]3=[N:10][CH:9]=2)=[O:12])[N:18]([CH2:23][C:24]2[CH:29]=[CH:28][CH:27]=[C:26]([CH3:30])[N:25]=2)[N:17]=1 |f:3.4.5,6.7.8.9|. Procedure details: 7-Bromo-N-(3-methyl-1-((6-methylpyridin-2-yl)methyl)-1H-indazol-4-yl)imidazo[1,2-a]pyridine-3-carboxamide (Example 50, Steps A-B; 0.0815 g, 0.171 mmol) was dissolved in 2 mL of 1:1 (DME:DMF). To this was added tert-butyl 4-(4,4,5,5-tetramethyl-1,3,2-dioxaborolan-2-yl)-5,6-dihydropyridine-1(2H)-carboxylate (0.0795 g, 0.257 mmol), Pd(dppf)Cl2 (5 mol %), and 2M aqueous sodium carbonate (256 μL, 0.513 mmol). Nitrogen was bubbled through the solution for 5 minutes and the reaction mixture was then he... The reactants are COc1ccc2cc(Br)ccc2c1, C1CCOC1, O=C1CCC(=O)N1Br. Product: COc1ccc2cc(Br)ccc2c1Br. Reaction SMILES: [Br:1][c:2]1[cH:3][c:4]2[cH:5][cH:6][c:7]([O:12][CH3:13])[cH:8][c:9]2[cH:10][cH:11]1.[CH2:22]1[O:23][CH2:24][CH2:25][CH2:26]1.[O:14]=[C:15]1[N:16]([Br:21])[C:17](=[O:18])[CH2:19][CH2:20]1>>[Br:1][c:2]1[cH:3][c:4]2[cH:5][cH:6][c:7]([O:12][CH3:13])[c:8]([Br:21])[c:9]2[cH:10][cH:11]1. Reactants: [Cl-].[Al+3].[Cl-].[Cl-] (aluminum chloride), O=P(Cl)(Cl)Cl (POCl3), C1(=CC=CC=C1)C1=CC=CC=C1 (biphenyl), ClC(Cl)[Si](Cl)(Cl)C ((dichloromethyl)methyldichlorosilane). The reagents and catalysts are [Cl-].[Al+3].[Cl-].[Cl-] (aluminum chloride). The solvent is CCCCCC (hexane), CCCCCC (hexane). Reaction conditions: time 1 hour. The product is C[Si](C1C2=CC=CC=C2C=2C=CC=CC12)(Cl)Cl (9-(methyldichlorosilyl)fluorene). Yield: 58.8%. RXN SMILES: [Cl-].[Al+3].[Cl-].[Cl-].[C:5]1([C:11]2[CH:16]=[CH:15][CH:14]=[CH:13][CH:12]=2)[CH:10]=[CH:9][CH:8]=[CH:7][CH:6]=1.Cl[CH:18]([Si:20]([CH3:23])([Cl:22])[Cl:21])Cl.O=P(Cl)(Cl)Cl>[Cl-].[Al+3].[Cl-].[Cl-].CCCCCC>[CH3:18][Si:20]([Cl:22])([Cl:21])[CH:23]1[C:16]2[CH:15]=[CH:14][CH:13]=[CH:12][C:11]=2[C:5]2[C:10]1=[CH:9][CH:8]=[CH:7][CH:6]=2 |f:0.1.2.3,7.8.9.10|. Reported procedure: To a 100 ml, three-necked, frame dried, round bottom flask equipped with a magnetic stirrer, a reflux condenser, and a dropping funnel, aluminum chloride 1.43 g (10.7 mmol) and biphenyl 16.5 g (107 mmol) were placed under dry nitrogen atmospheric pressure. After (dichloromethyl)methyldichlorosilane 7.50 ml (53.5 mmol) was added to the solution, the reaction mixture was heated for 2.5 hrs. at 120° C. The aluminum chloride catalyst was quenched with POCl3 1.04 ml (11.2 mmol) and then stirred for a... Starting materials: NC1=C(C=C(C=C1N)[N+](=O)[O-])C (2,3-diamino-5-nitro-toluene), C(C(=O)O)(=O)O (oxalic acid). The solvent is Cl (HCl). Reaction conditions: time 8 hour. Product: CC=1C2=NC(C(N=C2C=C(C1)[N+](=O)[O-])=O)=O (5-Methyl-7-nitro-quinoxaline-2,3-dione). As a reaction SMILES: [NH2:1][C:2]1[C:7]([NH2:8])=[CH:6][C:5]([N+:9]([O-:11])=[O:10])=[CH:4][C:3]=1[CH3:12].[C:13](O)(=[O:17])[C:14](O)=[O:15]>Cl>[CH3:12][C:3]1[C:2]2[C:7]([CH:6]=[C:5]([N+:9]([O-:11])=[O:10])[CH:4]=1)=[N:8][C:14](=[O:15])[C:13](=[O:17])[N:1]=2. Procedure: A mixture of 9.3 g (55.63 mmol) of 2,3-diamino-5-nitro-toluene and 14 g of oxalic acid in 93 ml of 6N HCl is heated at reflux for 30 minutes and then stirred at room temperature overnight to complete the reaction. The suspension is filtered and then washed with water, taken up in 250 ml of 2N NaOH and heated at reflux until a homogeneous solution is formed. After cooling, the mixture is acidified to pH 3 and the resulting 5-methyl-7-nitro-quinoxaline-2,3-dione is filtered off. Reactants: C1CCOC1 (THF), C(C)OC(C1=CC=C(C=C1)Cl)=O (ethyl-4-chlorobenzoate), C(C)#N (acetonitrile), oil, C1CCOC1 (THF), [H-].[Na+] (NaH), C1CCOC1 (THF). Run in CCOCC (ether). Reaction conditions: time 72 hour. Product: ClC1=CC=C(C(=O)CC#N)C=C1 (4-CHLOROBENZOYLACETONITRILE). Reaction SMILES: [H-].[Na+].C1COCC1.C(O[C:11](=[O:19])[C:12]1[CH:17]=[CH:16][C:15]([Cl:18])=[CH:14][CH:13]=1)C.[C:20](#[N:22])[CH3:21]>CCOCC>[Cl:18][C:15]1[CH:14]=[CH:13][C:12]([C:11]([CH2:21][C:20]#[N:22])=[O:19])=[CH:17][CH:16]=1 |f:0.1|. Procedure details: A 50% oil dispersion of NaH (24 grams) was placed in a 2 l. 3-necked flask and covered with 250 ml. THF. After heating to reflux, a solution composed of 55 ml. THF, ethyl-4-chlorobenzoate (57 grams), and acetonitrile (20.5 grams) was added in dropwise fashion. The reaction mixture started to solidify after the reactants were added so an additional 200 ml. of THF was added. The mixture was then heated to reflux for 21/2 hours, cooled to room temperature, treated with 1 l. ether, and allowed to st... Reagents/catalysts: [Cu]I (copper(I) iodide). Reactants: C(C)(C)(C)OC(=O)NC(CC1=CC(=CC=2C(=COC21)Br)F)C (N-tert-butoxycarbonyl 1-(3-bromo-5-fluorobenzofur-7-yl)-2-aminopropane), [Cu]C#N (copper(I) cyanide). Isolated yield 5.8%. Reported procedure: A mixture of 0.20 gm (0.54 mMol) N-tert-butoxycarbonyl 1-(3-bromo-5-fluorobenzofur-7-yl)-2-aminopropane, 0.95 gm (5 mMol) copper(I) iodide, and 0.43 gm (4.78 mMol) copper(I) cyanide in 10 mL dimethylformamide was purged with nitrogen for 15 minutes. The mixture was then heated at 120° C. An additional equivalent of copper(I) iodide and copper(I) cyanide were added and the reaction continued at 120° C. for about 16 hours. After cooling to room temperature the reaction mixture was diluted with dic... Reaction SMILES: [C:1]([O:5][C:6]([NH:8][CH:9]([CH3:22])[CH2:10][C:11]1[C:19]2[O:18][CH:17]=[C:16](Br)[C:15]=2[CH:14]=[C:13]([F:21])[CH:12]=1)=[O:7])([CH3:4])([CH3:3])[CH3:2].[Cu][C:24]#[N:25]>CN(C)C=O.[Cu]I>[C:1]([O:5][C:6]([NH:8][CH:9]([CH3:22])[CH2:10][C:11]1[C:19]2[O:18][CH:17]=[C:16]([C:24]#[N:25])[C:15]=2[CH:14]=[C:13]([F:21])[CH:12]=1)=[O:7])([CH3:4])([CH3:3])[CH3:2]. Reaction conditions: temperature 120 celsius, time 16 hour. Product: C(C)(C)(C)OC(=O)NC(CC1=CC(=CC=2C(=COC21)C#N)F)C (N-tert-butoxycarbonyl 1-(3-cyano-5-fluorobenzofur-7-yl)-2-aminopropane). Solvent: CN(C=O)C (dimethylformamide). Starting materials: ClC=1C=C(C=CC1)CCC1=CC=C(C=C1)N (4-[2-(3-chloro-phenyl)-ethyl]-phenylamine), C(C(=C)CC(=O)O)(=O)O (itaconic acid). Yields the product ClC=1C=C(C=CC1)CCC1=CC=C(C=C1)N1CC(CC1=O)C(=O)O ((RS)-1-{4-[2-(3-chloro-phenyl)-ethyl]-phenyl}-5-oxo-pyrrolidine-3-carboxylic acid). As a reaction SMILES: [Cl:1][C:2]1[CH:3]=[C:4]([CH2:8][CH2:9][C:10]2[CH:15]=[CH:14][C:13]([NH2:16])=[CH:12][CH:11]=2)[CH:5]=[CH:6][CH:7]=1.[C:17]([OH:25])(=[O:24])[C:18]([CH2:20][C:21](O)=[O:22])=[CH2:19]>>[Cl:1][C:2]1[CH:3]=[C:4]([CH2:8][CH2:9][C:10]2[CH:11]=[CH:12][C:13]([N:16]3[C:21](=[O:22])[CH2:20][CH:18]([C:17]([OH:25])=[O:24])[CH2:19]3)=[CH:14][CH:15]=2)[CH:5]=[CH:6][CH:7]=1. Reported procedure: In an analogous manner to that described in Example 36 c), the reaction of 4-[2-(3-chloro-phenyl)-ethyl]-phenylamine with itaconic acid yields the (RS)-1-{4-[2-(3-chloro-phenyl)-ethyl]-phenyl}-5-oxo-pyrrolidine-3-carboxylic acid as an off-white solid; MS: m/e=342 (M−H)+.